Task: describe an organic reaction: reactants, conditions, products, and yield. Dataset: the Open Reaction Database (ORD), a public repository of structured organic reaction records Starting materials: CC1=CC=C(C=C1)S(=O)(=O)OC[C@@H](O)C1=CC(=C(C(=C1)OC)OC)OC ((1 S)-2-(4-methylbenzenesulfonyloxy)-1-(3,4,5-trimethoxyphenyl)ethanol), [N-]=[N+]=[N-].[Na+] (sodium azide). Solvent: CN(C)C=O (DMF), [Cl-].[Na+].O (brine). Yields the product N(=[N+]=[N-])C[C@@H](O)C1=CC(=C(C(=C1)OC)OC)OC ((1S)-2-azido-1-(3,4,5-trimethoxyphenyl)ethanol). RXN SMILES: CC1C=CC(S(O[CH2:12][C@H:13]([C:15]2[CH:20]=[C:19]([O:21][CH3:22])[C:18]([O:23][CH3:24])=[C:17]([O:25][CH3:26])[CH:16]=2)[OH:14])(=O)=O)=CC=1.[N-:27]=[N+:28]=[N-:29].[Na+]>CN(C=O)C.[Cl-].[Na+].O>[N:27]([CH2:12][C@H:13]([C:15]1[CH:20]=[C:19]([O:21][CH3:22])[C:18]([O:23][CH3:24])=[C:17]([O:25][CH3:26])[CH:16]=1)[OH:14])=[N+:28]=[N-:29] |f:1.2,4.5.6|. Procedure details: A solution/slurry of Example 23C (450 mg; 1.2 mmol) and sodium azide (153 mg; 2.4 mmol) in DMF (5 mL) was heated at 80-90° C. for 2 hours, treated with brine, and extracted with ethyl acetate. The extract was washed with brine (2×), dried (MgSO4), filtered, and concentrated. The concentrate was purified by flash chromatography on silica gel with 30% ethyl acetate/hexane) to provide 223 mg (75%).the desired product as a nearly colorless oil. Starting materials: ClC1=CC=C(CC=2NC(C(=C(N2)SC)C#N)=O)C=C1 (2-(4-chlorobenzyl)-4-(methylsulphanyl)-6-oxo-1,6-dihydropyrimidine-5-carbonitrile), C1(CCC1)N (cyclobutylamine). The product is ClC1=CC=C(CC=2NC(C(=C(N2)NC2CCC2)C#N)=O)C=C1 (2-(4-Chlorobenzyl)-4-(cyclobutylamino)-6-oxo-1,6-dihydropyrimidine-5-carbonitrile). Reaction SMILES: [Cl:1][C:2]1[CH:19]=[CH:18][C:5]([CH2:6][C:7]2[NH:8][C:9](=[O:17])[C:10]([C:15]#[N:16])=[C:11](SC)[N:12]=2)=[CH:4][CH:3]=1.[CH:20]1([NH2:24])[CH2:23][CH2:22][CH2:21]1>>[Cl:1][C:2]1[CH:19]=[CH:18][C:5]([CH2:6][C:7]2[NH:8][C:9](=[O:17])[C:10]([C:15]#[N:16])=[C:11]([NH:24][CH:20]3[CH2:23][CH2:22][CH2:21]3)[N:12]=2)=[CH:4][CH:3]=1. Procedure details: In analogy to the preparation of Example 1, 100 mg (0.34 mmol) of 2-(4-chlorobenzyl)-4-(methylsulphanyl)-6-oxo-1,6-dihydropyrimidine-5-carbonitrile are reacted with 244 mg (3.43 mmol) of cyclobutylamine to give 15 mg (14% of theory) of the title compound.